This data is from the Open Reaction Database (ORD), a public repository of structured organic reaction records. The task is: describe an organic reaction: reactants, conditions, products, and yield Starting materials: CC(=O)O[BH-](OC(C)=O)OC(C)=O, CC(C)(C)OC(=O)CN, CCOC(=O)C1CCC(C=O)N1C(=O)OC(C)(C)C, ClCCl, [Na+]. Yields the product CCOC(=O)C1CCC(CNCC(=O)OC(C)(C)C)N1C(=O)OC(C)(C)C. Reaction SMILES: [C:1]([O:2][BH-:3]([O:4][C:5](=[O:6])[CH3:7])[O:8][C:9](=[O:10])[CH3:11])(=[O:12])[CH3:13].[C:34]([CH3:35])([CH3:36])([CH3:37])[O:38][C:39]([CH2:40][NH2:41])=[O:42].[CH3:15][CH2:16][O:17][C:18](=[O:19])[CH:20]1[N:21]([C:27](=[O:28])[O:29][C:30]([CH3:31])([CH3:32])[CH3:33])[CH:22]([CH:25]=[O:26])[CH2:23][CH2:24]1.[Cl:43][CH2:44][Cl:45].[Na+:14]>>[CH3:15][CH2:16][O:17][C:18](=[O:19])[CH:20]1[N:21]([C:27](=[O:28])[O:29][C:30]([CH3:31])([CH3:32])[CH3:33])[CH:22]([CH2:25][NH:41][CH2:40][C:39]([O:38][C:34]([CH3:35])([CH3:36])[CH3:37])=[O:42])[CH2:23][CH2:24]1. Starting materials: CCCCC[SiH]1CCC(CCBr)CC1, Fc1ccc(-c2ccc(C3CCC(Br)CC3)cc2F)cc1, C1CCOC1, CCOP(=O)(OCC)OCC, [Cu]I, [Mg]. The product is CCCCC[SiH]1CCC(CCC2CCC(c3ccc(-c4ccc(F)cc4)c(F)c3)CC2)CC1. RXN SMILES: [Br:1][CH2:2][CH2:3][CH:4]1[CH2:5][CH2:6][SiH:7]([CH2:10][CH2:11][CH2:12][CH2:13][CH3:14])[CH2:8][CH2:9]1.[Br:27][CH:28]1[CH2:29][CH2:30][CH:31]([c:34]2[cH:35][c:36]([F:47])[c:37](-[c:40]3[cH:41][cH:42][c:43]([F:46])[cH:44][cH:45]3)[cH:38][cH:39]2)[CH2:32][CH2:33]1.[CH2:50]1[O:51][CH2:52][CH2:53][CH2:54]1.[CH3:16][CH2:17][O:18][P:19]([O:20][CH2:21][CH3:22])([O:23][CH2:24][CH3:25])=[O:26].[Cu:48][I:49].[Mg:15]>>[CH2:2]([CH2:3][CH:4]1[CH2:5][CH2:6][SiH:7]([CH2:10][CH2:11][CH2:12][CH2:13][CH3:14])[CH2:8][CH2:9]1)[CH:28]1[CH2:29][CH2:30][CH:31]([c:34]2[cH:35][c:36]([F:47])[c:37](-[c:40]3[cH:41][cH:42][c:43]([F:46])[cH:44][cH:45]3)[cH:38][cH:39]2)[CH2:32][CH2:33]1. Reactants: CC(CC(C(=O)OCC)C1=CC(=C(C=C1)[N+](=O)[O-])OCC(F)(F)F)C (ethyl 4-methyl-2-(4-nitro-3-(2,2,2-trifluoroethoxy)phenyl)pentanoate). Reagents/catalysts: [OH-].[OH-].[Pd+2] (Pd(OH)2). Solvent: CO (MeOH). Conditions: time 6 hour. Product: NC1=C(C=C(C=C1)C(C(=O)OCC)CC(C)C)OCC(F)(F)F (ethyl 2-(4-amino-3-(2,2,2-trifluoroethoxy)phenyl)-4-methylpentanoate). Yield: 87.2%. Reaction SMILES: [CH3:1][CH:2]([CH3:25])[CH2:3][CH:4]([C:10]1[CH:15]=[CH:14][C:13]([N+:16]([O-])=O)=[C:12]([O:19][CH2:20][C:21]([F:24])([F:23])[F:22])[CH:11]=1)[C:5]([O:7][CH2:8][CH3:9])=[O:6]>CO.[OH-].[OH-].[Pd+2]>[NH2:16][C:13]1[CH:14]=[CH:15][C:10]([CH:4]([CH2:3][CH:2]([CH3:1])[CH3:25])[C:5]([O:7][CH2:8][CH3:9])=[O:6])=[CH:11][C:12]=1[O:19][CH2:20][C:21]([F:22])([F:23])[F:24] |f:2.3.4|. Procedure: To a stirred solution of ethyl 4-methyl-2-(4-nitro-3-(2,2,2-trifluoroethoxy)phenyl)pentanoate (1.5 g), in dry MeOH (100 mL), Pd(OH)2 (500 mg) was added and the mixture reduced under an atmosphere of H2 for 6 h at room temperature. The mixture was filtered through a pad of Celite™ washing with MeOH. The combined filtrates were concentrated under reduced pressure to give ethyl 2-(4-amino-3-(2,2,2-trifluoroethoxy)phenyl)-4-methylpentanoate (1.2 g) as a thick liquid. Reactants: BrC=1C=C(CN2N=C(C=C2C)C2=NC(=NO2)C2=CC=C(C=C2)C2(COC2)F)C=CC1 (5-[1-(3-Bromobenzyl)-5-methyl-1H-pyrazol-3-yl]-3-[4-(3-fluorooxetan-3-yl)phenyl]-1,2,4-oxadiazole), [Si](C1=CC=CC=C1)(C1=CC=CC=C1)(C(C)(C)C)OC1CNC1 (3-{[tert-Butyl(diphenyl)silyl]oxy}azetidine). Product: FC1(COC1)C1=CC=C(C=C1)C1=NOC(=N1)C1=NN(C(=C1)C)CC=1C=C(C=CC1)N1CC(C1)O (1-{3-[(3-{3-[4-(3-Fluorooxetan-3-yl)phenyl]-1,2,4-oxadiazol-5-yl}-5-methyl-1H-pyrazol-1-yl)methyl]phenyl}azetidin-3-ol). Reaction SMILES: Br[C:2]1[CH:3]=[C:4]([CH:28]=[CH:29][CH:30]=1)[CH2:5][N:6]1[C:10]([CH3:11])=[CH:9][C:8]([C:12]2[O:16][N:15]=[C:14]([C:17]3[CH:22]=[CH:21][C:20]([C:23]4([F:27])[CH2:26][O:25][CH2:24]4)=[CH:19][CH:18]=3)[N:13]=2)=[N:7]1.[Si]([O:48][CH:49]1[CH2:52][NH:51][CH2:50]1)(C(C)(C)C)(C1C=CC=CC=1)C1C=CC=CC=1>>[F:27][C:23]1([C:20]2[CH:21]=[CH:22][C:17]([C:14]3[N:13]=[C:12]([C:8]4[CH:9]=[C:10]([CH3:11])[N:6]([CH2:5][C:4]5[CH:3]=[C:2]([N:51]6[CH2:52][CH:49]([OH:48])[CH2:50]6)[CH:30]=[CH:29][CH:28]=5)[N:7]=4)[O:16][N:15]=3)=[CH:18][CH:19]=2)[CH2:26][O:25][CH2:24]1. Procedure details: Analogously to the process described in Example 3, 150 mg (0.320 mmol) of the compound from Example 6A and 149 mg (0.479 mmol) of the compound from Example 8A were used to obtain 60 mg (39% of theory) of the title compound. Reactants: [H-].[Na+] (NaH), BrC1=CN=C(N1C)CO ((5-bromo-1-methyl-1H-imidazol-2-yl)methanol), IC (iodomethane). Solvent: CCOC(=O)C (EtOAc), C1CCOC1 (THF). Conditions: time 15 minute. Yields the product BrC1=CN=C(N1C)COC (5-Bromo-2-(methoxymethyl)-1-methyl-1H-imidazole). Yield: 27.4%. Reaction SMILES: [H-].[Na+].[Br:3][C:4]1[N:8]([CH3:9])[C:7]([CH2:10][OH:11])=[N:6][CH:5]=1.I[CH3:13]>C1COCC1.CCOC(C)=O>[Br:3][C:4]1[N:8]([CH3:9])[C:7]([CH2:10][O:11][CH3:13])=[N:6][CH:5]=1 |f:0.1|. Procedure details: NaH (60%, 30 mg) was added to a solution of (5-bromo-1-methyl-1H-imidazol-2-yl)methanol (120 mg, 0.63 mmol) in THF (4 mL). After stirring for 15 minutes, iodomethane (35 uL, 0.57 mmol) was added. The resulting solution was stirred at 60° C. under microwave irradiation for 60 minutes. The reaction mixture was diluted with EtOAc, filtered and concentrated in vacuo. The residue was purified using Biotage silica gel column chromatography eluting with EtOAc to give the title compound as light brown o... Reactants: BrC1=NC=C(C=C1N(S(=O)(=O)C1=CC(=C(C=C1)Cl)C(F)(F)F)COC)C (N-(2-bromo-5-methyl-pyridin-3-yl)-4-chloro-N-methoxymethyl-3-trifluoromethyl-benzenesulfonamide), C(C)(C)[Mg]Cl (isopropylmagnesium chloride), CN(C=O)C (N,N-dimethylformamide). Solvent: C1CCOC1 (THF). Run at temperature 0 celsius, time 30 minute. Product: ClC1=C(C=C(C=C1)S(=O)(=O)N(COC)C=1C(=NC=C(C1)C)C=O)C(F)(F)F (4-chloro-N-(2-formyl-5-methyl-pyridin-3-yl)-N-methoxymethyl-3-trifluoromethyl-benzenesulfonamide). Yield: 44.7%. RXN SMILES: Br[C:2]1[C:7]([N:8]([CH2:23][O:24][CH3:25])[S:9]([C:12]2[CH:17]=[CH:16][C:15]([Cl:18])=[C:14]([C:19]([F:22])([F:21])[F:20])[CH:13]=2)(=[O:11])=[O:10])=[CH:6][C:5]([CH3:26])=[CH:4][N:3]=1.C([Mg]Cl)(C)C.CN(C)[CH:34]=[O:35]>C1COCC1>[Cl:18][C:15]1[CH:16]=[CH:17][C:12]([S:9]([N:8]([C:7]2[C:2]([CH:34]=[O:35])=[N:3][CH:4]=[C:5]([CH3:26])[CH:6]=2)[CH2:23][O:24][CH3:25])(=[O:11])=[O:10])=[CH:13][C:14]=1[C:19]([F:22])([F:21])[F:20]. Procedure details: To a solution of N-(2-bromo-5-methyl-pyridin-3-yl)-4-chloro-N-methoxymethyl-3-trifluoromethyl-benzenesulfonamide (750 mg, 1.59 mmol) in THF (3 mL) under nitrogen atmosphere at 0° C. was added dropwise isopropylmagnesium chloride (2 M solution in THF). The mixture was then stirred for 30 min at 0° C. followed by the addition of N,N-dimethylformamide (1.19 mL, excess) at 0° C. The mixture was stirred at room temperature for 3 hours, quenched with saturated aqueous NH4Cl solution (5 mL) and extract...